The task is: describe an organic reaction: reactants, conditions, products, and yield. This data is from the Open Reaction Database (ORD), a public repository of structured organic reaction records. Procedure details: To a solution of dimethyl heptylcyanide (1.00 g, 6.53 mmol) in anhydrous diethyl ether (5 mL) was added under argon 1.6 M methyl lithium in diethyl ether (25 mL, 39.00 mmol), and the mixture was stirred for 3 hours at room temperature. After quenching with water, the mixture was extracted with diethyl ether. The extracts were dried over anhydrous Na2SO4 and the solvent was evaporated under reduced pressure to get a colorless oil which was pure enough to carry out for further reactions based on a... Run at time 3 hour. The reactants are CC(CCCCCC)(C)C#N (dimethyl heptylcyanide), C(C)OCC (diethyl ether), C(C)OCC (diethyl ether). Reaction SMILES: [CH3:1][C:2]([C:10]#[N:11])([CH3:9])[CH2:3][CH2:4][CH2:5][CH2:6][CH2:7][CH3:8].[CH2:12](OCC)C>>[CH3:1][C:2]([CH3:9])([CH2:3][CH2:4][CH2:5][CH2:6][CH2:7][CH3:8])[C:10](=[NH:11])[CH3:12]. Product: CC(C(C)=N)(CCCCCC)C (3,3-Dimethylnonan-2-imine). Starting materials: C1(CC1)N(C(OC(C)(C)C)=O)[C@H]1[C@H](CNCC1)F (tert-butyl N-cyclopropyl-N-[(3S,4R)-3-fluoropiperidin-4-yl]carbamate), ClC1=NC=C(C=N1)CC (2-chloro-5-ethylpyrimidine), Intermediate 87. Yields the product C1(CC1)N[C@H]1[C@H](CN(CC1)C1=NC=C(C=N1)CC)F ((3S,4R)-N-Cyclopropyl-1-(5-ethylpyrimidin-2-yl)-3-fluoropiperidin-4-amine). As a reaction SMILES: [CH:1]1([N:4]([C@@H:12]2[CH2:17][CH2:16][NH:15][CH2:14][C@@H:13]2[F:18])C(=O)OC(C)(C)C)[CH2:3][CH2:2]1.Cl[C:20]1[N:25]=[CH:24][C:23]([CH2:26][CH3:27])=[CH:22][N:21]=1>>[CH:1]1([NH:4][C@@H:12]2[CH2:17][CH2:16][N:15]([C:20]3[N:25]=[CH:24][C:23]([CH2:26][CH3:27])=[CH:22][N:21]=3)[CH2:14][C@@H:13]2[F:18])[CH2:2][CH2:3]1. Procedure: The title compound is prepared from tert-butyl N-cyclopropyl-N-[(3S,4R)-3-fluoropiperidin-4-yl]carbamate and 2-chloro-5-ethylpyrimidine following a procedure analogous to that described for Intermediate 87. LC (method 20): tR=1.80 min; Mass spectrum (APCI): m/z=265 [M+H]+. Starting materials: O1C=C(C=C1)B(O)O (3-furanboronic acid), BrC1=C2C3(C(N(C2=CC=C1)C(C1=CC=CC=C1)C1=CC=CC=C1)=O)COC1=CC2=C(OCCO2)C=C13 (4′-bromo-1′-(diphenylmethyl)-2,3-dihydrospiro[furo[2,3-g][1,4]benzodioxine-8,3′-indol]-2′(1′H)-one), N1=CC(=CC2=CC=CC=C12)B(O)O (quinolin-3-ylboronic acid), BrC1=C2C3(C(N(C2=CC=C1)C)=O)COC=1C3=CC3=C(OCO3)C1 (4′-bromo-1′-methylspiro[furo[2,3-f][1,3]benzodioxole-7,3′-indol]-2′(1′H)-one). Product: O1C=C(C=C1)C1=C2C3(C(N(C2=CC=C1)C)=O)COC1=CC2=C(OCCO2)C=C13 (4′-furan-3-yl-1′-methyl-2,3-dihydrospiro[furo[2,3-g][1,4]benzodioxine-8,3′-indol]-2′(1′H)-one). Reaction SMILES: [O:1]1[CH:5]=[CH:4][C:3](B(O)O)=[CH:2]1.N1C2C(=CC=CC=2)C=C(B(O)O)C=1.BrC1C=CC=C2C=1C1(C3=CC4OCOC=4C=C3OC1)C(=O)N2C.Br[C:46]1[CH:54]=[CH:53][CH:52]=[C:51]2[C:47]=1[C:48]1([C:80]3[C:71](=[CH:72][C:73]4[O:78][CH2:77][CH2:76][O:75][C:74]=4[CH:79]=3)[O:70][CH2:69]1)[C:49](=[O:68])[N:50]2[CH:55](C1C=CC=CC=1)C1C=CC=CC=1>>[O:1]1[CH:5]=[CH:4][C:3]([C:46]2[CH:54]=[CH:53][CH:52]=[C:51]3[C:47]=2[C:48]2([C:80]4[C:71](=[CH:72][C:73]5[O:78][CH2:77][CH2:76][O:75][C:74]=5[CH:79]=4)[O:70][CH2:69]2)[C:49](=[O:68])[N:50]3[CH3:55])=[CH:2]1. Reported procedure: Following the procedure as described in EXAMPLE 2.46 and making non-critical variations using 3-furanboronic acid to replace quinolin-3-ylboronic acid, and 4′-bromo-1′-methylspiro[furo[2,3-f][1,3]benzodioxole-7,3′-indol]-2′(1′H)-one to replace 4′-bromo-1′-(diphenylmethyl)-2,3-dihydrospiro[furo[2,3-g][1,4]benzodioxine-8,3′-indol]-2′(1′H)-one, 4′-furan-3-yl-1′-methyl-2,3-dihydrospiro[furo[2,3-g][1,4]benzodioxine-8,3′-indol]-2′(1′H)-one was obtained (65%) as a colorless solid: mp 178-180° C. (ethyl... Reactants: CC(=O)O, O=C(O)C=CC(=O)O, C1CCOC1, COc1ccc(Cl)cc1C1(F)C(=O)N(COC(=O)CC2OC(C)(C)OC2=O)c2cc(C(F)(F)F)ccc21, [Na+], O=C([O-])O, O=C1COCO1, O. Yields the product COc1ccc(Cl)cc1C1(F)C(=O)N(COC(=O)CC(O)C(=O)O)c2cc(C(F)(F)F)ccc21. Reaction SMILES: [C:57]([OH:58])(=[O:59])[CH3:60].[C:7]([OH:8])(=[O:9])[CH:10]=[CH:11][C:12]([OH:13])=[O:14].[CH2:61]1[O:62][CH2:63][CH2:64][CH2:65]1.[CH3:15][C:16]1([CH3:51])[O:17][C:18](=[O:50])[CH:19]([CH2:21][C:22](=[O:23])[O:24][CH2:25][N:26]2[C:27](=[O:49])[C:28]([F:39])([c:40]3[c:41]([O:47][CH3:48])[cH:42][cH:43][c:44]([Cl:46])[cH:45]3)[c:29]3[cH:30][cH:31][c:32]([C:35]([F:36])([F:37])[F:38])[cH:33][c:34]32)[O:20]1.[Na+:56].[O-:52][C:53]([OH:54])=[O:55].[O:1]=[C:2]1[O:3][CH2:4][O:5][CH2:6]1.[OH2:66]>>[O:17]=[C:18]([CH:19]([OH:20])[CH2:21][C:22](=[O:23])[O:24][CH2:25][N:26]1[C:27](=[O:49])[C:28]([F:39])([c:40]2[c:41]([O:47][CH3:48])[cH:42][cH:43][c:44]([Cl:46])[cH:45]2)[c:29]2[cH:30][cH:31][c:32]([C:35]([F:36])([F:37])[F:38])[cH:33][c:34]21)[OH:50]. Reactants: CSC(=C1C(N(C2=CC=CC=C2C1=O)NCC1CC1)=O)SC (3-[bis(methylthio)methylene]-1-[(cyclopropylmethyl)amino]quinoline-2,4(1H,3H)-dione), NC1=C(C=C(C=C1)NS(=O)(=O)C)S(=O)(=O)N (2-amino-5-[(methylsulfonyl)amino]benzenesulfonamide), CO (methanol), C(C)OCC (diethyl ether). Solvent: O1CCOCC1 (dioxane). Run at temperature 25 celsius. Yields the product C1(CC1)CNN1C(C(=C(C2=CC=CC=C12)O)C1=NS(C2=C(N1)C=CC(=C2)NS(=O)(=O)C)(=O)=O)=O (N-(3-{1-[(cyclopropylmethyl)amino]-4-hydroxy-2-oxo-1,2-dihydroquinolin-3-yl}-1,1-dioxido-4H-1,2,4-benzothiadiazin-7-yl)methanesulfonamide). Isolated yield 15.5%. RXN SMILES: CS[C:3](SC)=[C:4]1[C:13](=[O:14])[C:12]2[C:7](=[CH:8][CH:9]=[CH:10][CH:11]=2)[N:6]([NH:15][CH2:16][CH:17]2[CH2:19][CH2:18]2)[C:5]1=[O:20].[NH2:23][C:24]1[CH:29]=[CH:28][C:27]([NH:30][S:31]([CH3:34])(=[O:33])=[O:32])=[CH:26][C:25]=1[S:35]([NH2:38])(=[O:37])=[O:36].CO.C(OCC)C>O1CCOCC1>[CH:17]1([CH2:16][NH:15][N:6]2[C:7]3[C:12](=[CH:11][CH:10]=[CH:9][CH:8]=3)[C:13]([OH:14])=[C:4]([C:3]3[NH:23][C:24]4[CH:29]=[CH:28][C:27]([NH:30][S:31]([CH3:34])(=[O:32])=[O:33])=[CH:26][C:25]=4[S:35](=[O:37])(=[O:36])[N:38]=3)[C:5]2=[O:20])[CH2:18][CH2:19]1. Procedure: A solution of the product of Example 353B (0.090 g, 0.269 mmol, 1 eq.), and the product of Example 425D (0.071 g, 0.269 mmol, 1 eq.), in anhydrous dioxane (5 mL) was heated for 1 hour at 120° C. After cooling the reaction mixture to 25° C., methanol (20 mL) and diethyl ether (20 mL) were added and the precipitated product collected by vacuum filtration to give the title compound (21 mg, 15.5% yield). 1H NMR (300 MHz, DMSO-d6) δ 0.16 (m, 2 H) 0.41 (m, 2 H) 1.07 (m, 1 H) 2.85 (m, 2 H) 3.10 (s, 3 H... Reactants: FC1=C(C=CC=C1)C1C(CC(N1C(CNC(=O)NC1=CC(=CC=C1)CC(=O)OC)=O)C(=O)N1CCOCC1)S(=O)(=O)C1=CC=CC=C1 ((2RS,4SR,5RS)-5-(2-fluorophenyl)-1-{2-[3-(3-(methoxycarbonylmethyl)phenyl)ureido]acetyl}-2-morpholinocarbonyl-4-(phenylsulphonyl)pyrrolidine), [OH-].[K+] (potassium hydroxide). The solvent is O (water), CO (methanol). Product: FC1=C(C=CC=C1)C1C(CC(N1C(CNC(NC=1C=C(C=CC1)CC(=O)O)=O)=O)C(=O)N1CCOCC1)S(=O)(=O)C1=CC=CC=C1 ((2RS,4SR,5RS)-3-{3-[2-(5-(2-fluorophenyl)-2-morpholinocarbonyl-4-phenylsulphonyl-1-pyrrolidinyl)-2-oxoethyl]ureido}phenylacetic acid). Yield: 71.5%. Reaction SMILES: [F:1][C:2]1[CH:7]=[CH:6][CH:5]=[CH:4][C:3]=1[CH:8]1[N:12]([C:13](=[O:30])[CH2:14][NH:15][C:16]([NH:18][C:19]2[CH:24]=[CH:23][CH:22]=[C:21]([CH2:25][C:26]([O:28]C)=[O:27])[CH:20]=2)=[O:17])[CH:11]([C:31]([N:33]2[CH2:38][CH2:37][O:36][CH2:35][CH2:34]2)=[O:32])[CH2:10][CH:9]1[S:39]([C:42]1[CH:47]=[CH:46][CH:45]=[CH:44][CH:43]=1)(=[O:41])=[O:40].[OH-].[K+]>O.CO>[F:1][C:2]1[CH:7]=[CH:6][CH:5]=[CH:4][C:3]=1[CH:8]1[N:12]([C:13](=[O:30])[CH2:14][NH:15][C:16](=[O:17])[NH:18][C:19]2[CH:20]=[C:21]([CH2:25][C:26]([OH:28])=[O:27])[CH:22]=[CH:23][CH:24]=2)[CH:11]([C:31]([N:33]2[CH2:38][CH2:37][O:36][CH2:35][CH2:34]2)=[O:32])[CH2:10][CH:9]1[S:39]([C:42]1[CH:47]=[CH:46][CH:45]=[CH:44][CH:43]=1)(=[O:41])=[O:40] |f:1.2|. Reported procedure: A The reaction is carried out in a way analogous to that described in Example 3, but from 3.5 g of (2RS,4SR,5RS)-5-(2-fluorophenyl)-1-{2-[3-(3-(methoxycarbonylmethyl)phenyl)ureido]acetyl}-2-morpholinocarbonyl-4-(phenylsulphonyl)pyrrolidine and 0.3 g of potassium hydroxide in a mixture of 30 cm3 of distilled water and 50 cm3 of methanol. After treatment, there are obtained 2.45 g of (2RS,4SR,5RS)-3-{3-[2-(5-(2-fluorophenyl)-2-morpholinocarbonyl-4-phenylsulphonyl-1-pyrrolidinyl)-2-oxoethyl]ureido}...